Dataset: the Open Reaction Database (ORD), a public repository of structured organic reaction records. Task: describe an organic reaction: reactants, conditions, products, and yield Starting materials: C1CCOC1, CN(C)CCCS(=O)(=O)N1CCC(c2c[nH]c3c(C(N)=O)cc(-c4cccc(CO)c4)cc23)CC1, O=[Mn]=O. Yields the product CN(C)CCCS(=O)(=O)N1CCC(c2c[nH]c3c(C(N)=O)cc(-c4cccc(C=O)c4)cc23)CC1. RXN SMILES: [CH2:36]1[O:37][CH2:38][CH2:39][CH2:40]1.[CH3:1][N:2]([CH2:3][CH2:4][CH2:5][S:6](=[O:7])(=[O:8])[N:9]1[CH2:10][CH2:11][CH:12]([c:15]2[cH:16][nH:17][c:18]3[c:19]([C:32](=[O:33])[NH2:34])[cH:20][c:21](-[c:24]4[cH:25][c:26]([CH2:30][OH:31])[cH:27][cH:28][cH:29]4)[cH:22][c:23]23)[CH2:13][CH2:14]1)[CH3:35].[O:41]=[Mn:42]=[O:43]>>[CH3:1][N:2]([CH2:3][CH2:4][CH2:5][S:6](=[O:7])(=[O:8])[N:9]1[CH2:10][CH2:11][CH:12]([c:15]2[cH:16][nH:17][c:18]3[c:19]([C:32](=[O:33])[NH2:34])[cH:20][c:21](-[c:24]4[cH:25][c:26]([CH:30]=[O:31])[cH:27][cH:28][cH:29]4)[cH:22][c:23]23)[CH2:13][CH2:14]1)[CH3:35]. Starting materials: ClC1=C(C=CC(=C1)OC(F)(F)F)NC(=O)C1=NC=C(C=C1)S(=O)(=O)C (5-Methanesulfonyl-pyridine-2-carboxylic acid (2-chloro-4-trifluoromethoxy-phenyl)-amide), P(Cl)(Cl)(Cl)(Cl)Cl (PCl5). Run in C1=CC=CC=C1 (benzene). Product: ClC1=C(C=CC(=C1)OC(F)(F)F)N=C(C1=NC=C(C=C1)S(=O)(=O)C)Cl (N-(2-chloro-4-trifluoromethoxyphenyl)-5-(methylsulfonyl)picolinimidoyl chloride), solid. As a reaction SMILES: [Cl:1][C:2]1[CH:7]=[C:6]([O:8][C:9]([F:12])([F:11])[F:10])[CH:5]=[CH:4][C:3]=1[NH:13][C:14]([C:16]1[CH:21]=[CH:20][C:19]([S:22]([CH3:25])(=[O:24])=[O:23])=[CH:18][N:17]=1)=O.P(Cl)(Cl)(Cl)(Cl)[Cl:27]>C1C=CC=CC=1>[Cl:1][C:2]1[CH:7]=[C:6]([O:8][C:9]([F:12])([F:11])[F:10])[CH:5]=[CH:4][C:3]=1[N:13]=[C:14]([Cl:27])[C:16]1[CH:21]=[CH:20][C:19]([S:22]([CH3:25])(=[O:24])=[O:23])=[CH:18][N:17]=1. Reported procedure: 5-Methanesulfonyl-pyridine-2-carboxylic acid (2-chloro-4-trifluoromethoxy-phenyl)-amide 7 (1.1 g, 2.79 mmol) in benzene (20 mL) was added to PCl5 (1.26 g, 6.0 mmol) and the mixture was heated to reflux overnight. The solvent was removed and the residue was further dried under high vacuum. Crude N-(2-chloro-4-trifluoromethoxyphenyl)-5-(methylsulfonyl)picolinimidoyl chloride was obtained as a yellow solid (1.60 g). The N-(2-chlor-4-trifluoromethoxyophenyl)-5-(methylsulfonyl)picolinimidoyl chloride... Starting materials: CO, [Na+], [OH-], O=C(Cl)c1ccc(-c2ccccc2)cc1, c1ccc2c(c1)NCCc1cn[nH]c1-2. The product is O=C(c1ccc(-c2ccccc2)cc1)N1CCc2cn[nH]c2-c2ccccc21. As a reaction SMILES: [CH3:32][OH:33].[Na+:31].[OH-:30].[c:15]1(-[c:24]2[cH:25][cH:26][cH:27][cH:28][cH:29]2)[cH:16][cH:17][c:18]([C:21](=[O:22])[Cl:23])[cH:19][cH:20]1.[nH:1]1[n:2][cH:3][c:4]2[c:10]1-[c:9]1[c:8]([cH:14][cH:13][cH:12][cH:11]1)[NH:7][CH2:6][CH2:5]2>>[nH:1]1[n:2][cH:3][c:4]2[c:10]1-[c:9]1[c:8]([cH:14][cH:13][cH:12][cH:11]1)[N:7]([C:21]([c:18]1[cH:17][cH:16][c:15](-[c:24]3[cH:25][cH:26][cH:27][cH:28][cH:29]3)[cH:20][cH:19]1)=[O:22])[CH2:6][CH2:5]2. The reactants are NC(=S)N (thiourea), ClCC(C(C)C1=CC(=C(C=C1)C1=CC=CC=C1)F)=O (1-chloro-3-(2-fluoro-4-biphenylyl)-2-butanone). Run in [OH-].[Na+] (sodium hydroxide), O (water). The product is NC=1SC=C(N1)C(C)C1=CC(=C(C=C1)C1=CC=CC=C1)F (2-amino-4-[1-(2-fluoro-4-biphenylyl)ethyl] thiazole). The yield is 72.7%. As a reaction SMILES: [NH2:1][C:2]([NH2:4])=[S:3].Cl[CH2:6][C:7](=O)[CH:8]([C:10]1[CH:15]=[CH:14][C:13]([C:16]2[CH:21]=[CH:20][CH:19]=[CH:18][CH:17]=2)=[C:12]([F:22])[CH:11]=1)[CH3:9]>O.[OH-].[Na+]>[NH2:1][C:2]1[S:3][CH:6]=[C:7]([CH:8]([C:10]2[CH:15]=[CH:14][C:13]([C:16]3[CH:17]=[CH:18][CH:19]=[CH:20][CH:21]=3)=[C:12]([F:22])[CH:11]=2)[CH3:9])[N:4]=1 |f:3.4|. Reported procedure: To thiourea (1.77 g, 23.3 mmol) in water (50 ml) was added 1-chloro-3-(2-fluoro-4-biphenylyl)-2-butanone (5.25 g, 19.0 mmol). After addition, the mixture was heated for 3 hr, and the solution was cooled to room temperature, then added IN sodium hydroxide to pH 8. The mixture was extracted with chloroform and the chloroform extracts were washed with water, dried over, and evaporated under reduced pressure to a residue, which was chromatographed to afford 2-amino-4-[1-(2-fluoro-4-biphenylyl)ethyl]...